From a dataset of the Open Reaction Database (ORD), a public repository of structured organic reaction records. describe an organic reaction: reactants, conditions, products, and yield The reactants are CN, CC1CC2(CCN1C(=O)OCc1ccccc1)C(=N)NC(=O)N2c1cccc(F)c1, [Na+], O=C([O-])O. Product: CNC1=NC(=O)N(c2cccc(F)c2)C12CCN(C(=O)OCc1ccccc1)C(C)C2. RXN SMILES: [CH3:31][NH2:32].[F:1][c:2]1[cH:3][c:4]([N:8]2[C:9](=[O:30])[NH:10][C:11](=[NH:29])[C:12]23[CH2:13][CH:14]([CH3:28])[N:15]([C:18](=[O:19])[O:20][CH2:21][c:22]2[cH:23][cH:24][cH:25][cH:26][cH:27]2)[CH2:16][CH2:17]3)[cH:5][cH:6][cH:7]1.[Na+:37].[O-:33][C:34]([OH:35])=[O:36]>>[F:1][c:2]1[cH:3][c:4]([N:8]2[C:9](=[O:30])[N:10]=[C:11]([NH:29][CH3:31])[C:12]23[CH2:13][CH:14]([CH3:28])[N:15]([C:18](=[O:19])[O:20][CH2:21][c:22]2[cH:23][cH:24][cH:25][cH:26][cH:27]2)[CH2:16][CH2:17]3)[cH:5][cH:6][cH:7]1. Starting materials: ClCCC1=CC=CC=C1 ((2-chloroethyl)benzene), ClCCC1=CC=CC=C1 ((2-chloroethyl)benzene), suspension, [H-].[Na+] (sodium hydride), ice, O (water), C(C)(=O)NC1C=2C=CC=CC2C=2NC(C=3N(C21)C=CN3)=O ((10 RS)-10-acetamido-5H,10H-imidazo[1,2-a]-indeno[1,2-e]pyrazin-4-one). Run in CS(=O)C (dimethyl sulphoxide), CS(=O)C (dimethyl sulphoxide), C(C)(=O)OCC (ethyl acetate), C(C)(=O)O (acetic acid), CS(=O)C (dimethyl sulphoxide). Reaction conditions: temperature 20 celsius, time 15 minute. The product is C(C)(=O)NC1(C=2C=CC=CC2C=2NC(C=3N(C21)C=CN3)=O)CCC3=CC=CC=C3 ((10 RS)-10-acetamido-10-phenethyl-5H,10H-imidazo[1,2-a]-indeno[1,2-e]pyrazin-4-one). As a reaction SMILES: [C:1]([NH:4][CH:5]1[C:17]2[N:16]3[CH:18]=[CH:19][N:20]=[C:15]3[C:14](=[O:21])[NH:13][C:12]=2[C:11]2[CH:10]=[CH:9][CH:8]=[CH:7][C:6]1=2)(=[O:3])[CH3:2].[H-].[Na+].Cl[CH2:25][CH2:26][C:27]1[CH:32]=[CH:31][CH:30]=[CH:29][CH:28]=1.O>CS(C)=O.C(OCC)(=O)C.C(O)(=O)C>[C:1]([NH:4][C:5]1([CH2:25][CH2:26][C:27]2[CH:32]=[CH:31][CH:30]=[CH:29][CH:28]=2)[C:17]2[N:16]3[CH:18]=[CH:19][N:20]=[C:15]3[C:14](=[O:21])[NH:13][C:12]=2[C:11]2[CH:10]=[CH:9][CH:8]=[CH:7][C:6]1=2)(=[O:3])[CH3:2] |f:1.2|. Reported procedure: To a suspension, maintained under nitrogen, of 1.8 g of (10 RS)-10-acetamido-5H,10H-imidazo[1,2-a]-indeno[1,2-e]pyrazin-4-one in 45 ml of dimethyl sulphoxide are added portionwise 960 mg of an 80% suspension of sodium hydride in oil. The mixture is stirred for 15 minutes at a temperature in the region of 20° C., followed by addition of a solution of 0.95 ml of (2-chloroethyl)benzene in 2 ml of dimethyl sulphoxide. After 15 hours at room temperature, a further 0.45 ml of (2-chloroethyl)benzene di... Starting materials: stainless steel, [N+](=O)([O-])C1=CC=C(C=O)C=C1 (p-nitrobenzaldehyde), N1=C(C=CC=C1)C (α-picoline), O (water). Run in CO.O (methanol water). Run at time 19 hour. Yields the product [N+](=O)([O-])C1=CC=C(C=C1)C(O)CC1=NC=CC=C1 (4-nitrophenyl-(α-picolyl)carbinol). The yield is 79.0%. Reaction SMILES: [N+:1]([C:4]1[CH:11]=[CH:10][C:7]([CH:8]=[O:9])=[CH:6][CH:5]=1)([O-:3])=[O:2].[N:12]1[CH:17]=[CH:16][CH:15]=[CH:14][C:13]=1[CH3:18].O>CO.O>[N+:1]([C:4]1[CH:5]=[CH:6][C:7]([CH:8]([CH2:18][C:13]2[CH:14]=[CH:15][CH:16]=[CH:17][N:12]=2)[OH:9])=[CH:10][CH:11]=1)([O-:3])=[O:2] |f:3.4|. Procedure: A stainless steel bomb containing p-nitrobenzaldehyde (300 g, 1.99 moles), α-picoline (650 ml, 6.59 moles) and distilled water (100 ml, 5.56 moles) was sealed and held in an oil bath at 140°-160° C. for 19 hours. It was cooled to room temperature and opened to the atmosphere. The contents of the reactor, a mass of crystals and some dark liquid, were added to one liter of a 60:40 methanol-water mixture and the resulting mixture stirred for two hours. The solid was recovered by filtration, washed ... Starting materials: CCN=C=NCCCN(C)C, CN(C)c1ccncc1, NS(=O)(=O)C1CC1, CC1(C)Cc2cc(C(=O)O)ccc2NC1c1cc(Cl)cc(N2CCOCC2)c1, ClCCl, Cl. Product: CC1(C)Cc2cc(C(=O)NS(=O)(=O)C3CC3)ccc2NC1c1cc(Cl)cc(N2CCOCC2)c1. As a reaction SMILES: [CH3:30][N:31]([CH3:32])[CH2:33][CH2:34][CH2:35][N:36]=[C:37]=[N:38][CH2:39][CH3:40].[CH3:48][N:49]([CH3:50])[c:51]1[cH:52][cH:53][n:54][cH:55][cH:56]1.[CH:41]1([S:44](=[O:45])(=[O:46])[NH2:47])[CH2:42][CH2:43]1.[Cl:1][c:2]1[cH:3][c:4]([CH:14]2[NH:15][c:16]3[cH:17][cH:18][c:19]([C:26](=[O:27])[OH:28])[cH:20][c:21]3[CH2:22][C:23]2([CH3:24])[CH3:25])[cH:5][c:6]([N:8]2[CH2:9][CH2:10][O:11][CH2:12][CH2:13]2)[cH:7]1.[Cl:57][CH2:58][Cl:59].[ClH:29]>>[Cl:1][c:2]1[cH:3][c:4]([CH:14]2[NH:15][c:16]3[cH:17][cH:18][c:19]([C:26](=[O:27])[NH:47][S:44]([CH:41]4[CH2:42][CH2:43]4)(=[O:45])=[O:46])[cH:20][c:21]3[CH2:22][C:23]2([CH3:24])[CH3:25])[cH:5][c:6]([N:8]2[CH2:9][CH2:10][O:11][CH2:12][CH2:13]2)[cH:7]1. Reactants: C([O-])([O-])=O.[K+].[K+] (potassium carbonate), CN(CCN1C(=O)C=2C=CC=3NC4=CC(=C(C=C4C3C2C1=O)OC)OC)C (N-(2-dimethylaminoethyl)-6,7-dimethoxycarbazole-3,4-dicarboximide), Cl.N1=CC=CC=C1 (pyridine hydrochloride), O (water). Solvent: C(C)(=O)OCC (ethyl acetate). Reaction conditions: time 2 hour. Product: CN(CCN1C(=O)C=2C=CC=3NC4=CC(=C(C=C4C3C2C1=O)O)O)C (N-(2-dimethylaminoethyl)-6,7-dihydroxycarbazole-3,4-dicarboximide). The yield is 29.9%. Reaction SMILES: [CH3:1][N:2]([CH3:27])[CH2:3][CH2:4][N:5]1[C:21](=[O:22])[C:20]2[C:19]3[C:18]4[C:13](=[CH:14][C:15]([O:25]C)=[C:16]([O:23]C)[CH:17]=4)[NH:12][C:11]=3[CH:10]=[CH:9][C:8]=2[C:6]1=[O:7].Cl.N1C=CC=CC=1.O.C(=O)([O-])[O-].[K+].[K+]>C(OCC)(=O)C>[CH3:1][N:2]([CH3:27])[CH2:3][CH2:4][N:5]1[C:21](=[O:22])[C:20]2[C:19]3[C:18]4[C:13](=[CH:14][C:15]([OH:25])=[C:16]([OH:23])[CH:17]=4)[NH:12][C:11]=3[CH:10]=[CH:9][C:8]=2[C:6]1=[O:7] |f:1.2,4.5.6|. Procedure: A mixture of 210 mg of N-(2-dimethylaminoethyl)-6,7-dimethoxycarbazole-3,4-dicarboximide and 1.66 g of pyridine hydrochloride was sealed in a tube and stirred at 200°-210° C. for 2 hours. Then, 150 ml of water and 100 ml of ethyl acetate were added to the reaction mixture to dissolve the mixture. The solution was adjusted to pH 8.5 with potassium carbonate. The organic layer was separated, washed with an aqueous saturated sodium chloride solution, and dried over anhydrous potassium carbonate. Th... The reactants are [BH4-], O=C([O-])O, CCO, Cl, CS(=O)(=O)c1nccc(-c2[nH]c(-c3ccccc3)nc2-c2ccc(F)cc2)n1, [Na+], [Na+]. Yields the product Fc1ccc(-c2nc(-c3ccccc3)[nH]c2-c2ccncn2)cc1. Reaction SMILES: [BH4-:29].[C:32](=[O:33])([O-:34])[OH:35].[CH3:37][CH2:38][OH:39].[ClH:31].[F:1][c:2]1[cH:3][cH:4][c:5](-[c:8]2[n:9][c:10](-[c:23]3[cH:24][cH:25][cH:26][cH:27][cH:28]3)[nH:11][c:12]2-[c:13]2[n:14][c:15]([S:19]([CH3:20])(=[O:21])=[O:22])[n:16][cH:17][cH:18]2)[cH:6][cH:7]1.[Na+:30].[Na+:36]>>[F:1][c:2]1[cH:3][cH:4][c:5](-[c:8]2[n:9][c:10](-[c:23]3[cH:24][cH:25][cH:26][cH:27][cH:28]3)[nH:11][c:12]2-[c:13]2[n:14][cH:15][n:16][cH:17][cH:18]2)[cH:6][cH:7]1. The reactants are C(C1=CC=CC=C1)NC(=O)C=1SC=CC1O (N-benzyl-3-hydroxy-thiophene-2-carboxamide), C(C)(=O)OC1C(OC(C(C1OC(C)=O)OC(C)=O)COC(C)=O)Br (4,5-diacetoxy-6-acetoxymethyl-2-bromo-tetrahydro-pyran-3-yl acetate), C([O-])([O-])=O.[K+].[K+] (potassium carbonate), C([O-])(O)=O.[Na+] (sodium bicarbonate). The reagents and catalysts are [Cl-].C(C1=CC=CC=C1)[N+](CCCC)(CCCC)CCCC (benzyltributylammonium chloride). Solvent: ClCCl (dichloromethane), O (water). Conditions: temperature 22 celsius, time 40 hour. Yields the product C(C)(=O)OCC1OC(C(C(C1OC(C)=O)OC(C)=O)OC(C)=O)OC1=C(SC=C1)C(NCC1=CC=CC=C1)=O (3,4,5-Triacetoxy-6-(2-benzylcarbamoyl-thiophen-3-yloxy)-tetrahydro-pyran-2-ylmethyl acetate). Reaction SMILES: [CH2:1]([NH:8][C:9]([C:11]1[S:12][CH:13]=[CH:14][C:15]=1[OH:16])=[O:10])[C:2]1[CH:7]=[CH:6][CH:5]=[CH:4][CH:3]=1.[C:17]([O:20][CH:21]1[CH:26]([O:27][C:28](=[O:30])[CH3:29])[CH:25]([O:31][C:32](=[O:34])[CH3:33])[CH:24]([CH2:35][O:36][C:37](=[O:39])[CH3:38])[O:23][CH:22]1Br)(=[O:19])[CH3:18].C(=O)([O-])[O-].[K+].[K+].C(=O)(O)[O-].[Na+]>[Cl-].C([N+](CCCC)(CCCC)CCCC)C1C=CC=CC=1.ClCCl.O>[C:37]([O:36][CH2:35][CH:24]1[CH:25]([O:31][C:32](=[O:34])[CH3:33])[CH:26]([O:27][C:28](=[O:30])[CH3:29])[CH:21]([O:20][C:17](=[O:19])[CH3:18])[CH:22]([O:16][C:15]2[CH:14]=[CH:13][S:12][C:11]=2[C:9](=[O:10])[NH:8][CH2:1][C:2]2[CH:3]=[CH:4][CH:5]=[CH:6][CH:7]=2)[O:23]1)(=[O:39])[CH3:38] |f:2.3.4,5.6,7.8|. Procedure: 1.12 g of N-benzyl-3-hydroxy-thiophene-2-carboxamide, 3.16 g of 4,5-diacetoxy-6-acetoxymethyl-2-bromo-tetrahydro-pyran-3-yl acetate, 3.30 g of potassium carbonate and 235 mg of benzyltributylammonium chloride were dissolved in 25 ml of dichloromethane, and 2.00 ml of water were added. The reaction mixture was stirred at 22° C. for 40 h. 50 ml of saturated sodium bicarbonate solution were added to the reaction mixture, which was extracted twice with 50 ml of dichloromethane each time. The combine...